Dataset: the Open Reaction Database (ORD), a public repository of structured organic reaction records. Task: describe an organic reaction: reactants, conditions, products, and yield The reactants are N12CCN(CC1)CC2 (1,4-diazabicyclo[2.2.2]octane), BrCCl (bromochloromethane). Run in CC(=O)C (acetone). The product is [Br-].ClC[N+]12CCN(CC1)CC2 (1-(Chloromethyl)-4-aza-1-azoniabicyclo[2.2.2]octane bromide). Reaction SMILES: [N:1]12[CH2:8][CH2:7][N:4]([CH2:5][CH2:6]1)[CH2:3][CH2:2]2.[Br:9][CH2:10][Cl:11]>CC(C)=O>[Br-:9].[Cl:11][CH2:10][N+:1]12[CH2:8][CH2:7][N:4]([CH2:5][CH2:6]1)[CH2:3][CH2:2]2 |f:3.4|. Procedure details: 20 ml Of acetone, 4.0 g of 1,4-diazabicyclo[2.2.2]octane, and 20 ml of bromochloromethane, were added to a flask, capped, and stirred at room temperature. Within 45 minutes white precipitate had formed. After 3.5 hours the mixture was cooled to 0-5 C, filtered, washed with three 10 ml portions of cold acetone, and dried under reduced pressure overnight. 2.31 g Of a white solid was obtained. Reactants: C(C)OC(C(C(=O)OC(C)(C)C)CCOCC1=CC=CC=C1)=O (2-(2-benzyloxyethyl) malonic acid tert-butyl ester ethyl ester), [OH-].[K+] (potassium hydroxide). Run in O (water), O1CCOCC1 (dioxane), O (water). As a reaction SMILES: C([O:3][C:4](=[O:23])[CH:5]([CH2:13][CH2:14][O:15][CH2:16][C:17]1[CH:22]=[CH:21][CH:20]=[CH:19][CH:18]=1)[C:6]([O:8][C:9]([CH3:12])([CH3:11])[CH3:10])=[O:7])C.[OH-].[K+]>O.O1CCOCC1>[C:9]([O:8][C:6](=[O:7])[CH:5]([CH2:13][CH2:14][O:15][CH2:16][C:17]1[CH:18]=[CH:19][CH:20]=[CH:21][CH:22]=1)[C:4]([OH:23])=[O:3])([CH3:12])([CH3:10])[CH3:11] |f:1.2|. Procedure: To a solution of 2-(2-benzyloxyethyl) malonic acid tert-butyl ester ethyl ester (31.3 g, 97.1 mmol) in water (50 mL) and dioxane (200 mL) was added potassium hydroxide (6.6 g, 0.118 mole) while cooling in an ice bath. The mixture was then stirred at room temperature overnight. The solvents were evaporated under vacuum to leave a clear oil which was dissolved in water. The solution was washed with ether and then acidified to pH 3 using 6N hydrogen chloride (HCl) solution. The mixture was extracte... Conditions: time 8 hour. Yields the product C(C)(C)(C)OC(C(C(=O)O)CCOCC1=CC=CC=C1)=O (2-(2-benzyloxyethyl) malonic acid mono tert-butyl ester). Starting materials: COC=1C(=NC=C(N1)C)N (3-methoxy-5-methyl-2-pyrazinamine), C(#N)C1=C(C=CC=C1)S(=O)(=O)Cl (2-cyanobenzenesulphonyl chloride). The product is COC=1C(=NC=C(N1)C)NS(=O)(=O)C1=C(C#N)C=CC=C1 (2[[(3-Methoxy-5-methyl-2-pyrazinyl)amino]sulphonyl]benzonitrile). Reaction SMILES: [CH3:1][O:2][C:3]1[C:4]([NH2:10])=[N:5][CH:6]=[C:7]([CH3:9])[N:8]=1.[C:11]([C:13]1[CH:18]=[CH:17][CH:16]=[CH:15][C:14]=1[S:19](Cl)(=[O:21])=[O:20])#[N:12]>>[CH3:1][O:2][C:3]1[C:4]([NH:10][S:19]([C:14]2[CH:15]=[CH:16][CH:17]=[CH:18][C:13]=2[C:11]#[N:12])(=[O:21])=[O:20])=[N:5][CH:6]=[C:7]([CH3:9])[N:8]=1. Procedure details: Prepared by method of Example 1 using 3-methoxy-5-methyl-2-pyrazinamine and 2-cyanobenzenesulphonyl chloride. Starting materials: BrC1=C(C=NC=C1)CO ((4-bromo-pyridin-3-yl)-methanol), C(CCC)[Li] (n-butyllithium), C(#N)C=1C=C(C=O)C=CC1 (3-cyanobenzaldehyde). Solvent: C1CCOC1 (THF), C1CCOC1 (THF). Run at time 15 minute. The product is OC(C=1C=C(C#N)C=CC1)C1=C(C=NC=C1)CO (3-[hydroxy-(3-hydroxymethyl-pyridin-4yl)-methyl]-benzonitrile). Reaction SMILES: Br[C:2]1[CH:7]=[CH:6][N:5]=[CH:4][C:3]=1[CH2:8][OH:9].C([Li])CCC.[C:15]([C:17]1[CH:18]=[C:19]([CH:22]=[CH:23][CH:24]=1)[CH:20]=[O:21])#[N:16]>C1COCC1>[OH:21][CH:20]([C:2]1[CH:7]=[CH:6][N:5]=[CH:4][C:3]=1[CH2:8][OH:9])[C:19]1[CH:18]=[C:17]([CH:24]=[CH:23][CH:22]=1)[C:15]#[N:16]. Procedure details: To a solution of (4-bromo-pyridin-3-yl)-methanol (20 mg, 0.11 mmol) in THF (1 mL) at −78° C. was added dropwise 2.5M n-butyllithium (0.22 mL). After 15 min, a solution of 3-cyanobenzaldehyde (69 mg) in THF (0.5 mL) was added. The reaction mixture was stirred for 15 min, then quenched with ammonium chloride solution and extracted with ethyl acetate. The organic layer was dried over sodium sulfate, concentrated, and the residue purified by flash chromatography to yield 3-[hydroxy-(3-hydroxymethyl-... The reactants are CCOC(=O)CBr, CS(=O)(=O)CCNC(=O)C(F)(F)F, [H-], [Na+], CN(C)C=O. Yields the product CCOC(=O)CN(CCS(C)(=O)=O)C(=O)C(F)(F)F. As a reaction SMILES: [Br:16][CH2:17][C:18](=[O:19])[O:20][CH2:21][CH3:22].[CH3:3][S:4](=[O:5])(=[O:6])[CH2:7][CH2:8][NH:9][C:10]([C:11]([F:12])([F:13])[F:14])=[O:15].[H-:1].[Na+:2].[O:23]=[CH:24][N:25]([CH3:26])[CH3:27]>>[CH3:3][S:4](=[O:5])(=[O:6])[CH2:7][CH2:8][N:9]([C:10]([C:11]([F:12])([F:13])[F:14])=[O:15])[CH2:17][C:18](=[O:19])[O:20][CH2:21][CH3:22]. Reactants: CC(C)(C)[O-], CCOC(C)=O, CCC(C)O, Nc1nc(F)nc2c1ncn2C1CCCCO1, [Na+]. Yields the product CCC(C)Oc1nc(N)c2ncn(C3CCCCO3)c2n1. RXN SMILES: [CH3:1][C:2]([CH3:3])([O-:4])[CH3:5].[CH3:29][CH2:30][O:31][C:32](=[O:33])[CH3:34].[CH3:7][CH:8]([CH2:9][CH3:10])[OH:11].[F:12][c:13]1[n:14][c:15]([NH2:28])[c:16]2[n:17][cH:18][n:19]([CH:22]3[O:23][CH2:24][CH2:25][CH2:26][CH2:27]3)[c:20]2[n:21]1.[Na+:6]>>[CH3:7][CH:8]([CH2:9][CH3:10])[O:11][c:13]1[n:14][c:15]([NH2:28])[c:16]2[n:17][cH:18][n:19]([CH:22]3[O:23][CH2:24][CH2:25][CH2:26][CH2:27]3)[c:20]2[n:21]1.